From a dataset of the Open Reaction Database (ORD), a public repository of structured organic reaction records. describe an organic reaction: reactants, conditions, products, and yield The reactants are OC1=CC=C(C=C1)C(C)(C1=CC=C(C=C1)O)C1=CC=C(C=C1)O (1,1,1-tris(4-hydroxyphenyl)ethane), BrCC(=O)OC (Methyl bromoacetate). Reagents/catalysts: [I-].[K+] (potassium iodide). Run in CC(=O)C (acetone). Yields the product OC1=CC=C(C=C1)C(C)(C1=CC=C(C=C1)OCC(=O)OC)C1=CC=C(C=C1)O (1,1-Bis-(4-hydroxyphenyl)-1-(4-methoxycarbonylmethoxyphenyl)ethane). Isolated yield 85.1%. RXN SMILES: Br[CH2:2][C:3]([O:5][CH3:6])=[O:4].[OH:7][C:8]1[CH:13]=[CH:12][C:11]([C:14]([C:23]2[CH:28]=[CH:27][C:26]([OH:29])=[CH:25][CH:24]=2)([C:16]2[CH:21]=[CH:20][C:19]([OH:22])=[CH:18][CH:17]=2)[CH3:15])=[CH:10][CH:9]=1>[I-].[K+].CC(C)=O>[OH:7][C:8]1[CH:13]=[CH:12][C:11]([C:14]([C:16]2[CH:17]=[CH:18][C:19]([OH:22])=[CH:20][CH:21]=2)([C:23]2[CH:28]=[CH:27][C:26]([O:29][CH2:2][C:3]([O:5][CH3:6])=[O:4])=[CH:25][CH:24]=2)[CH3:15])=[CH:10][CH:9]=1 |f:2.3|. Procedure details: Methyl bromoacetate (0.48 mL, 5 mmol) was added dropwise to an acetone solution (10 mL) including 1,1,1-tris(4-hydroxyphenyl)ethane (1.53 g, 5 mmol) potassium carbonate (0.79 g, 5 mmol) and potassium iodide (16 mg, 0.1 mmol). The addition was done at room temperature under argon. The mixture was refluxed for 24 h, and then it was cooled to room temperature and extracted with ethyl acetate. The combined organic layer was washed with 3% aqueous NaHCO3, a saturated brine solution, dried (Na2SO4) an...